This data is from the Open Reaction Database (ORD), a public repository of structured organic reaction records. The task is: describe an organic reaction: reactants, conditions, products, and yield The product is ClC=1C(=C(C=CC1)CO)OCCC ((3-Chloro-2-propoxyphenyl)methanol). Solvent: hexanes, C1CCOC1 (THF). Reported procedure: Diisobutylaluminum lithium hydride (30.7 mL of a 1.0 M in hexanes, 30.7 mmol) was added dropwise to an ice-cold solution of 3-chloro-2-propoxybenzoic acid propyl ester (2.63 g, 10.2 mmol) in THF (20 mL). After the addition was complete, the ice bath was removed and the mixture stirred at ambient temperature for 18 h. The reaction was cooled to 0° C. and HCl (1N, 100 mL) was added until all the resulting solids returned to solution. The solution was extracted with Et2O (3×100 mL). The combined or... Isolated yield 54.7%. Reactants: [H-].[Li+].C(C(C)C)[Al+]CC(C)C.[H-] (Diisobutylaluminum lithium hydride), ice, C(CC)OC(C1=C(C(=CC=C1)Cl)OCCC)=O (3-chloro-2-propoxybenzoic acid propyl ester). As a reaction SMILES: [H-].[Li+].C([Al+]CC(C)C)C(C)C.[H-].C([O:16][C:17](=O)[C:18]1[CH:23]=[CH:22][CH:21]=[C:20]([Cl:24])[C:19]=1[O:25][CH2:26][CH2:27][CH3:28])CC>C1COCC1>[Cl:24][C:20]1[C:19]([O:25][CH2:26][CH2:27][CH3:28])=[C:18]([CH2:17][OH:16])[CH:23]=[CH:22][CH:21]=1 |f:0.1.2.3|. Reaction conditions: time 18 hour. Reactants: C([O-])([O-])=O.[K+].[K+] (Potassium carbonate), N1CCCC1 (pyrrolidine), C1CCOC1 (THF), BrCCCO (3-bromopropanol). Solvent: C(C)(=O)OCC (ethyl acetate). Conditions: time 15 hour. The product is OCCCN1CCCC1 ((3-hydroxypropyl)pyrrolidine). The yield is 95.0%. As a reaction SMILES: C(=O)([O-])[O-].[K+].[K+].[NH:7]1[CH2:11][CH2:10][CH2:9][CH2:8]1.[CH2:12]1C[O:15][CH2:14][CH2:13]1.BrCCCO>C(OCC)(=O)C>[OH:15][CH2:14][CH2:13][CH2:12][N:7]1[CH2:11][CH2:10][CH2:9][CH2:8]1 |f:0.1.2|. Procedure: Potassium carbonate (269 g) and pyrrolidine (200 mL) were added in that order to a THF solution (500 mL) of 3-bromopropanol (200 g) at 0° C. The reaction liquid was stirred at room temperature for 15 hours, then ethyl acetate (500 mL) was added to it, and further stirred at room temperature for 1 hour. The obtained reaction liquid was filtered through Celite, and the solid on the Celite was washed with ethyl acetate. The wash liquid and the filtrate were concentrated under reduced pressure, and ...